Dataset: the Open Reaction Database (ORD), a public repository of structured organic reaction records. Task: describe an organic reaction: reactants, conditions, products, and yield Procedure details: 5-(5-Isoquinolylsulfanyl)-6-nitro-2,3-dihydro-benzo[d][1,3]thiazol-2-one 300 mg (0.8 mmol) was dissolved in acetic acid 20 ml, 35% hydrogen peroxide 15 ml was added, and the mixture was stirred for 15 hours at room temperature. Saturated sodium thiosulfate was added to the reaction solution, the resulting precipitates were collected and washed with water, and 5-(5-isoquinolylsulfinyl)-6-nitro-2,3-dihydro-benzo[d][1,3]thiazol-2-one 190 mg (61.6%) was obtained. Run in C(C)(=O)O (acetic acid). Run at time 15 hour. The product is C1=NC=CC2=C(C=CC=C12)S(=O)C=1C(=CC2=C(NC(S2)=O)C1)[N+](=O)[O-] (5-(5-isoquinolylsulfinyl)-6-nitro-2,3-dihydro-benzo[d][1,3]thiazol-2-one). Yield: 61.6%. RXN SMILES: [CH:1]1[C:10]2[C:5](=[C:6]([S:11][C:12]3[C:13]([N+:22]([O-:24])=[O:23])=[CH:14][C:15]4[S:19][C:18](=[O:20])[NH:17][C:16]=4[CH:21]=3)[CH:7]=[CH:8][CH:9]=2)[CH:4]=[CH:3][N:2]=1.S([O-])([O-])(=[O:27])=S.[Na+].[Na+]>C(O)(=O)C>[CH:1]1[C:10]2[C:5](=[C:6]([S:11]([C:12]3[C:13]([N+:22]([O-:24])=[O:23])=[CH:14][C:15]4[S:19][C:18](=[O:20])[NH:17][C:16]=4[CH:21]=3)=[O:27])[CH:7]=[CH:8][CH:9]=2)[CH:4]=[CH:3][N:2]=1 |f:1.2.3|. Starting materials: C1=NC=CC2=C(C=CC=C12)SC=1C(=CC2=C(NC(S2)=O)C1)[N+](=O)[O-] (5-(5-Isoquinolylsulfanyl)-6-nitro-2,3-dihydro-benzo[d][1,3]thiazol-2-one), S(=S)(=O)([O-])[O-].[Na+].[Na+] (sodium thiosulfate). The reactants are CCOCC (ether), CC=1C=C(C=C(C1)C)O (3,5-Dimethylphenol), CC(=CC(=O)OCC)C (ethyl 3,3-dimethylacrylate), S(O)(O)(=O)=O (sulfuric acid). The solvent is C1=CC=CC=C1 (benzene). Conditions: time 2 minute. Yields the product CC1(CC(OC2=CC(=CC(=C12)C)C)=O)C (4,4,5,7-Tetramethyl-3,4-dihydrocoumarin). As a reaction SMILES: [CH3:1][C:2]1[CH:3]=[C:4]([OH:9])[CH:5]=[C:6]([CH3:8])[CH:7]=1.[CH3:10][C:11]([CH3:18])=[CH:12][C:13](OCC)=[O:14].S(=O)(=O)(O)O.CCOCC>C1C=CC=CC=1>[CH3:10][C:11]1([CH3:18])[C:5]2[C:4](=[CH:3][C:2]([CH3:1])=[CH:7][C:6]=2[CH3:8])[O:9][C:13](=[O:14])[CH2:12]1. Procedure details: 3,5-Dimethylphenol (IIa) (3.2 g, 26.2 mmol), ethyl 3,3-dimethylacrylate (5 mL, 36 mmol, 1.4 eq.) and concentrated sulfuric acid (1.5 mL) were dissolved in anhydrous benzene (30 mL), and the reaction mixture was heated to reflux for 2 h. The reaction mixture was cooled to room temperature and washed successively with water (2×40 mL), 5% aqueous NaHCO3 solution (2×20 mL), brine (2×20 mL) and dried over anhydrous sodium sulfate. After filtering off the desiccant, the solvent was removed under vacuu... Reactants: CCN=C=NCCCN(C)C, Cc1cc(Oc2ccc(S(C)(=O)=O)nc2)cc2cc(C3=NCC(CC(=O)O)S3)[nH]c12, CN(C)C=O, Cl, CC(O)CN, O, On1nnc2ccccc21. The product is Cc1cc(Oc2ccc(S(C)(=O)=O)nc2)cc2cc(C3=NCC(CC(=O)NCC(C)O)S3)[nH]c12. As a reaction SMILES: [CH2:47]([N:48]=[C:49]=[N:50][CH2:51][CH2:52][CH2:53][N:54]([CH3:55])[CH3:56])[CH3:57].[CH3:1][c:2]1[cH:3][c:4]([O:20][c:21]2[cH:22][n:23][c:24]([S:27](=[O:28])(=[O:29])[CH3:30])[cH:25][cH:26]2)[cH:5][c:6]2[cH:7][c:8]([C:11]3=[N:15][CH2:14][CH:13]([CH2:16][C:17](=[O:18])[OH:19])[S:12]3)[nH:9][c:10]12.[CH3:58][N:59]([CH3:60])[CH:61]=[O:62].[ClH:46].[NH2:31][CH2:32][CH:33]([CH3:34])[OH:35].[OH2:63].[OH:36][n:37]1[c:38]2[cH:39][cH:40][cH:41][cH:42][c:43]2[n:44][n:45]1>>[CH3:1][c:2]1[cH:3][c:4]([O:20][c:21]2[cH:22][n:23][c:24]([S:27](=[O:28])(=[O:29])[CH3:30])[cH:25][cH:26]2)[cH:5][c:6]2[cH:7][c:8]([C:11]3=[N:15][CH2:14][CH:13]([CH2:16][C:17](=[O:19])[NH:31][CH2:32][CH:33]([CH3:34])[OH:35])[S:12]3)[nH:9][c:10]12. Starting materials: COc1ccc2c(Cl)nc(Nc3cc(C)[nH]n3)cc2c1OC, CC(=O)Nc1ccc(O)cc1. The product is COc1ccc2c(Oc3ccc(NC(C)=O)cc3)nc(Nc3cc(C)[nH]n3)cc2c1OC. RXN SMILES: [Cl:12][c:13]1[n:14][c:15]([NH:27][c:28]2[n:29][nH:30][c:31]([CH3:33])[cH:32]2)[cH:16][c:17]2[c:18]([O:25][CH3:26])[c:19]([O:23][CH3:24])[cH:20][cH:21][c:22]12.[OH:1][c:2]1[cH:3][cH:4][c:5]([NH:8][C:9]([CH3:10])=[O:11])[cH:6][cH:7]1>>[O:1]([c:2]1[cH:3][cH:4][c:5]([NH:8][C:9]([CH3:10])=[O:11])[cH:6][cH:7]1)[c:13]1[n:14][c:15]([NH:27][c:28]2[n:29][nH:30][c:31]([CH3:33])[cH:32]2)[cH:16][c:17]2[c:18]([O:25][CH3:26])[c:19]([O:23][CH3:24])[cH:20][cH:21][c:22]12. The reactants are FC(C(=O)O)(F)F (trifluoroacetic acid), C1(=CC=CC=C1)CC(=O)N[C@H]1[C@@H]2N(C(=C(CS2)SC2=CC=NN2C2=NC=CC=C2)C(=O)[O-])C1=O ((7R)-7[(phenylacetyl)amino]-3-(1-(pyrid-2-yl)pyrazol-5-ylthio)-3-cephem-4-carboxylate), 4-methoxybenzyl ester, C1(=CC=CC=C1)OC (anisole). Run in ClCCl (dichloromethane). Conditions: time 30 minute. Product: C1(=CC=CC=C1)CC(=O)N[C@H]1[C@@H]2N(C(=C(CS2)SC2=CC=NN2C2=NC=CC=C2)C(=O)O)C1=O ((7R)-7-[(phenylacetyl)amino]-3-(1-(pyrid-2-yl)pyrazol-5-ylthio)-3-cephem-4-carboxylic acid). The yield is 75.0%. Reaction SMILES: [C:1]1([CH2:7][C:8]([NH:10][C@@H:11]2[C:33](=[O:34])[N:13]3[C:14]([C:30]([O-:32])=[O:31])=[C:15]([S:18][C:19]4[N:23]([C:24]5[CH:29]=[CH:28][CH:27]=[CH:26][N:25]=5)[N:22]=[CH:21][CH:20]=4)[CH2:16][S:17][C@H:12]23)=[O:9])[CH:6]=[CH:5][CH:4]=[CH:3][CH:2]=1.C1(OC)C=CC=CC=1.FC(F)(F)C(O)=O>ClCCl>[C:1]1([CH2:7][C:8]([NH:10][C@@H:11]2[C:33](=[O:34])[N:13]3[C:14]([C:30]([OH:32])=[O:31])=[C:15]([S:18][C:19]4[N:23]([C:24]5[CH:29]=[CH:28][CH:27]=[CH:26][N:25]=5)[N:22]=[CH:21][CH:20]=4)[CH2:16][S:17][C@H:12]23)=[O:9])[CH:6]=[CH:5][CH:4]=[CH:3][CH:2]=1. Reported procedure: To a stirring suspension of (7R)-7[(phenylacetyl)amino]-3-(1-(pyrid-2-yl)pyrazol-5-ylthio)-3-cephem-4-carboxylate, 4-methoxybenzyl ester (100 mg, 0.16 mmol) and anisole (0.6 mL) in dichloromethane (1.2 mL) at 0° C. was added trifluoroacetic acid (1.2 mL). After 30 min at 0° C., the solvent was removed with a rotary evaporator. The residue was dissolved in ethyl acetate, and was extracted with saturated aqueous sodium bicarbonate. The aqueous extracts were washed with ether, and were then acidifi... The reactants are CC1=C(C(=CC=C1C(C)C)C)CO ([2,6-Dimethyl-3-(1-methylethyl)phenyl]methanol), ClC(=C[C@H]1C([C@H]1C(=O)Cl)(C)C)C(F)(F)F (cis-3-(2-chloro-3,3,3-trifluoropropenyl)-2,2-dimethylcyclopropanecarboxylic acid chloride), N1=CC=CC=C1 (pyridine). Solvent: C1(=CC=CC=C1)C (toluene). The product is ClC(=C[C@H]1C([C@H]1C(=O)OCC1=C(C(=CC=C1C)C(C)C)C)(C)C)C(F)(F)F ([2,6-dimethyl-3-(1-methylethyl)phenyl]methyl cis-3-(2-chloro-3,3,3-trifluoropropenyl)-2,2-dimethylcyclopropanecarboxylate). As a reaction SMILES: [CH3:1][C:2]1[C:7]([CH:8]([CH3:10])[CH3:9])=[CH:6][CH:5]=[C:4]([CH3:11])[C:3]=1[CH2:12][OH:13].[Cl:14][C:15]([C:25]([F:28])([F:27])[F:26])=[CH:16][C@@H:17]1[C@H:19]([C:20](Cl)=[O:21])[C:18]1([CH3:24])[CH3:23].N1C=CC=CC=1>C1(C)C=CC=CC=1>[Cl:14][C:15]([C:25]([F:26])([F:27])[F:28])=[CH:16][C@@H:17]1[C@H:19]([C:20]([O:13][CH2:12][C:3]2[C:4]([CH3:11])=[CH:5][CH:6]=[C:7]([CH:8]([CH3:10])[CH3:9])[C:2]=2[CH3:1])=[O:21])[C:18]1([CH3:24])[CH3:23]. Procedure details: [2,6-Dimethyl-3-(1-methylethyl)phenyl]methanol (0.7 g, 0.004 mole), cis-3-(2-chloro-3,3,3-trifluoropropenyl)-2,2-dimethylcyclopropanecarboxylic acid chloride (0.97 g, 0.004 mole), pyridine (2 ml) and dry toluene (150 ml) were combined to give [2,6-dimethyl-3-(1-methylethyl)phenyl]methyl cis-3-(2-chloro-3,3,3-trifluoropropenyl)-2,2-dimethylcyclopropanecarboxylate. Starting materials: [OH-].[Na+] (sodium hydroxide), C(C)(=O)C1CCC(CC1)(C(=O)OC)C (methyl 4-acetyl-1-methyl-1-cyclohexanecarboxylate), Cl (hydrochloric acid). The solvent is C(C)O (ethanol). Product: C(C)(=O)C1CCC(CC1)(C(=O)O)C (4-acetyl-1-methyl-1-cyclohexanecarboxylic acid). The yield is 71.7%. Reaction SMILES: [OH-].[Na+].[C:3]([CH:6]1[CH2:11][CH2:10][C:9]([CH3:16])([C:12]([O:14]C)=[O:13])[CH2:8][CH2:7]1)(=[O:5])[CH3:4].Cl>C(O)C>[C:3]([CH:6]1[CH2:11][CH2:10][C:9]([CH3:16])([C:12]([OH:14])=[O:13])[CH2:8][CH2:7]1)(=[O:5])[CH3:4] |f:0.1|. Reported procedure: 20 ml of a 2N aqueous sodium hydroxide solution was added to a solution of 2.1 g of methyl 4-acetyl-1-methyl-1-cyclohexanecarboxylate (Example 35) in 20 ml of ethanol. The solution was reacted for 4 hours, while it was refluxed. After reaction, 2N hydrochloric acid was added to the reaction solution, acidifying the solution. The solution was extracted three times with 50 ml of ethyl acetate. The organic layer obtained was washed twice with an aqueous sodium chloride solution and dried over magne...